From a dataset of the Open Reaction Database (ORD), a public repository of structured organic reaction records. describe an organic reaction: reactants, conditions, products, and yield As a reaction SMILES: [CH3:31][C:32]#[N:33].[CH3:5][O:6][C:7]([c:8]1[cH:9][c:10]([F:16])[c:11]([CH:14]=[O:15])[cH:12][cH:13]1)=[O:17].[Cl+:1]([O-:2])[O-:3].[ClH:29].[NH2:18][S:19]([OH:20])(=[O:21])=[O:22].[Na+:27].[Na+:28].[Na+:4].[OH2:30].[S:23]([O-:24])([O-:25])=[O:26]>>[CH3:5][O:6][C:7]([c:8]1[cH:9][c:10]([F:16])[c:11]([C:14](=[O:15])[OH:20])[cH:12][cH:13]1)=[O:17]. Reactants: CC#N, COC(=O)c1ccc(C=O)c(F)c1, [O-][Cl+][O-], Cl, NS(=O)(=O)O, [Na+], [Na+], [Na+], O, O=S([O-])[O-]. Yields the product COC(=O)c1ccc(C(=O)O)c(F)c1. Starting materials: CO, CC(C)N1CCN(C=O)CC1, Cl, O. Yields the product CC(C)N1CCNCC1. Reaction SMILES: [CH3:14][OH:15].[CH:1](=[O:2])[N:3]1[CH2:4][CH2:5][N:6]([CH:9]([CH3:10])[CH3:11])[CH2:7][CH2:8]1.[ClH:12].[OH2:13]>>[NH:3]1[CH2:4][CH2:5][N:6]([CH:9]([CH3:10])[CH3:11])[CH2:7][CH2:8]1. Reactants: CC(C)C[Al+]CC(C)C, N#CC1(CCCN2CCC(O)(c3ccc(Cl)cc3)CC2)c2ccccc2CSc2ccccc21, ClCCl, ClCCl, [H-], O. The product is N=CC1(CCCN2CCC(O)(c3ccc(Cl)cc3)CC2)c2ccccc2CSc2ccccc21. Reaction SMILES: [CH2:39]([Al+:40][CH2:41][CH:42]([CH3:43])[CH3:44])[CH:45]([CH3:46])[CH3:47].[Cl:1][c:2]1[cH:3][cH:4][c:5]([C:8]2([OH:34])[CH2:9][CH2:10][N:11]([CH2:14][CH2:15][CH2:16][C:17]3([C:32]#[N:33])[c:18]4[c:19]([cH:28][cH:29][cH:30][cH:31]4)[S:20][CH2:21][c:22]4[c:23]3[cH:24][cH:25][cH:26][cH:27]4)[CH2:12][CH2:13]2)[cH:6][cH:7]1.[Cl:35][CH2:36][Cl:37].[Cl:49][CH2:50][Cl:51].[H-:38].[OH2:48]>>[Cl:1][c:2]1[cH:3][cH:4][c:5]([C:8]2([OH:34])[CH2:9][CH2:10][N:11]([CH2:14][CH2:15][CH2:16][C:17]3([CH:32]=[NH:33])[c:18]4[c:19]([cH:28][cH:29][cH:30][cH:31]4)[S:20][CH2:21][c:22]4[c:23]3[cH:24][cH:25][cH:26][cH:27]4)[CH2:12][CH2:13]2)[cH:6][cH:7]1. Isolated yield 71.0%. Solvent: O (Water). Reported procedure: A round bottom flask was charged with (2-nitro-phenyl)-acetic acid methyl ester (4.22 g, 21.6 mmol) (prepared as described in Organic Letters, 2009, 11, 1345-1348), iodomethane (2.8 mL, 45 mmol) and dry dimethyl sulfoxide (20 mL). Cesium carbonate (18 g, 56 mmol) was added and the mixture was stirred at room temperature under an atmosphere of nitrogen for 18 hours. Water (50 mL) was added and the mixture was extracted with ethyl acetate (3×30 mL). The combined organic layers were washed with wat... Reaction SMILES: [CH3:1][O:2][C:3](=[O:14])[CH2:4][C:5]1[CH:10]=[CH:9][CH:8]=[CH:7][C:6]=1[N+:11]([O-:13])=[O:12].IC.[CH3:17]S(C)=O.C(=O)([O-])[O-].[Cs+].[Cs+]>O>[CH3:1][O:2][C:3](=[O:14])[CH:4]([C:5]1[CH:10]=[CH:9][CH:8]=[CH:7][C:6]=1[N+:11]([O-:13])=[O:12])[CH3:17] |f:3.4.5|. The product is COC(C(C)C1=C(C=CC=C1)[N+](=O)[O-])=O (2-(2-Nitro-phenyl)-propionic acid methyl ester), oil. Conditions: time 18 hour. Starting materials: COC(CC1=C(C=CC=C1)[N+](=O)[O-])=O ((2-nitro-phenyl)-acetic acid methyl ester), IC (iodomethane), CS(=O)C (dimethyl sulfoxide), C([O-])([O-])=O.[Cs+].[Cs+] (Cesium carbonate).